Task: describe an organic reaction: reactants, conditions, products, and yield. Dataset: the Open Reaction Database (ORD), a public repository of structured organic reaction records RXN SMILES: [CH:32]([N:33]([CH2:34][CH3:35])[CH:36]([CH3:37])[CH3:38])([CH3:39])[CH3:40].[Cl:19][c:20]1[cH:21][cH:22][c:23]([N:26]2[CH2:27][CH2:28][NH:29][CH2:30][CH2:31]2)[cH:24][cH:25]1.[c:1]1(-[n:7]2[n:8][c:9]([CH2:16][CH2:17][CH3:18])[cH:10][c:11]2[CH2:12][CH2:13][CH:14]=[O:15])[cH:2][cH:3][cH:4][cH:5][cH:6]1>>[c:1]1(-[n:7]2[n:8][c:9]([CH2:16][CH2:17][CH3:18])[cH:10][c:11]2[CH2:12][CH2:13][CH2:14][N:29]2[CH2:28][CH2:27][N:26]([c:23]3[cH:22][cH:21][c:20]([Cl:19])[cH:25][cH:24]3)[CH2:31][CH2:30]2)[cH:2][cH:3][cH:4][cH:5][cH:6]1. Starting materials: CCN(C(C)C)C(C)C, Clc1ccc(N2CCNCC2)cc1, CCCc1cc(CCC=O)n(-c2ccccc2)n1. The product is CCCc1cc(CCCN2CCN(c3ccc(Cl)cc3)CC2)n(-c2ccccc2)n1.